This data is from the Open Reaction Database (ORD), a public repository of structured organic reaction records. The task is: describe an organic reaction: reactants, conditions, products, and yield Reactants: CC(=O)Nc1nc2cnc(Nc3cc(N(C(=O)[O-])C(C)(C)C)c(F)cc3Cl)nc2s1, COc1ccccc1, O=C(O)C(F)(F)F. The product is CC(=O)Nc1nc2cnc(Nc3cc(N)c(F)cc3Cl)nc2s1. As a reaction SMILES: [C:1]([N:5]([C:2](=[O:3])[O-:4])[c:9]1[c:10]([F:30])[cH:11][c:12]([Cl:29])[c:13]([NH:15][c:16]2[n:17][cH:18][c:19]3[c:20]([n:21]2)[s:22][c:23]([NH:25][C:26]([CH3:27])=[O:28])[n:24]3)[cH:14]1)([CH3:6])([CH3:7])[CH3:8].[CH3:31][O:32][c:33]1[cH:34][cH:35][cH:36][cH:37][cH:38]1.[OH:39][C:40]([C:41]([F:42])([F:43])[F:44])=[O:45]>>[NH2:5][c:9]1[c:10]([F:30])[cH:11][c:12]([Cl:29])[c:13]([NH:15][c:16]2[n:17][cH:18][c:19]3[c:20]([n:21]2)[s:22][c:23]([NH:25][C:26]([CH3:27])=[O:28])[n:24]3)[cH:14]1. Reactants: Cc1cc(CBr)cc(C)c1OC(=O)C1CCCN1C(=O)OC(C)(C)C, Cc1cc(C=O)cc(C)c1O, CC#N, CC(c1nc(-c2ccc(C#N)cc2)cs1)C(O)(Cn1cncn1)c1ccc(F)cc1F. Yields the product [Br-], Cc1cc(C[n+]2cnn(CC(O)(c3ccc(F)cc3F)C(C)c3nc(-c4ccc(C#N)cc4)cs3)c2)cc(C)c1OC(=O)C1CCCN1C(=O)OC(C)(C)C. RXN SMILES: [CH3:32][c:33]1[cH:34][c:35]([CH2:36][Br:37])[cH:38][c:39]([CH3:56])[c:40]1[O:41][C:42](=[O:43])[CH:44]1[N:45]([C:49](=[O:50])[O:51][C:52]([CH3:53])([CH3:54])[CH3:55])[CH2:46][CH2:47][CH2:48]1.[CH3:57][c:58]1[cH:59][c:60]([CH:66]=[O:67])[cH:61][c:62]([CH3:63])[c:64]1[OH:65].[CH3:68][C:69]#[N:70].[F:1][c:2]1[c:3]([C:9]([CH:10]([CH3:11])[c:12]2[s:13][cH:14][c:15](-[c:17]3[cH:18][cH:19][c:20]([C:21]#[N:22])[cH:23][cH:24]3)[n:16]2)([CH2:25][n:26]2[n:27][cH:28][n:29][cH:30]2)[OH:31])[cH:4][cH:5][c:6]([F:8])[cH:7]1>>[Br-:37].[F:1][c:2]1[c:3]([C:9]([CH:10]([CH3:11])[c:12]2[s:13][cH:14][c:15](-[c:17]3[cH:18][cH:19][c:20]([C:21]#[N:22])[cH:23][cH:24]3)[n:16]2)([CH2:25][n:26]2[n:27][cH:28][n+:29]([CH2:36][c:35]3[cH:34][c:33]([CH3:32])[c:40]([O:41][C:42](=[O:43])[CH:44]4[N:45]([C:49](=[O:50])[O:51][C:52]([CH3:53])([CH3:54])[CH3:55])[CH2:46][CH2:47][CH2:48]4)[c:39]([CH3:56])[cH:38]3)[cH:30]2)[OH:31])[cH:4][cH:5][c:6]([F:8])[cH:7]1. Starting materials: Cl.NO (Hydroxylamine hydrochloride), N1(CCCCC1)CCCNC1=NC(=NC=2NC3=CC(=CC=C3C21)C(=O)OC)CC2=CC(=CC=C2)C(C(F)(F)F)=O (methyl 4-((3-(piperidin-1-yl)propyl)amino)-2-(3-(2,2,2-trifluoroacetyl)benzyl)-9H-pyrimido[4,5-b]indole-7-carboxylate), compound. Solvent: CO (MeOH), N1=CC=CC=C1 (pyridine). Conditions: temperature 60 celsius. Product: N1(CCCCC1)CCCNC1=NC(=NC=2NC3=CC(=CC=C3C21)C(=O)OC)CC2=CC(=CC=C2)C(C(F)(F)F)=NO (methyl 4-((3-(piperidin-1-yl)propyl)amino)-2-(3-(2,2,2-trifluoro-1-(hydroxyimino)ethyl)benzyl)-9H-pyrimido[4,5-b]indole-7-carboxylate). The yield is 100.1%. Reaction SMILES: Cl.[NH2:2][OH:3].[N:4]1([CH2:10][CH2:11][CH2:12][NH:13][C:14]2[C:26]3[C:25]4[C:20](=[CH:21][C:22]([C:27]([O:29][CH3:30])=[O:28])=[CH:23][CH:24]=4)[NH:19][C:18]=3[N:17]=[C:16]([CH2:31][C:32]3[CH:37]=[CH:36][CH:35]=[C:34]([C:38](=O)[C:39]([F:42])([F:41])[F:40])[CH:33]=3)[N:15]=2)[CH2:9][CH2:8][CH2:7][CH2:6][CH2:5]1>CO.N1C=CC=CC=1>[N:4]1([CH2:10][CH2:11][CH2:12][NH:13][C:14]2[C:26]3[C:25]4[C:20](=[CH:21][C:22]([C:27]([O:29][CH3:30])=[O:28])=[CH:23][CH:24]=4)[NH:19][C:18]=3[N:17]=[C:16]([CH2:31][C:32]3[CH:37]=[CH:36][CH:35]=[C:34]([C:38](=[N:2][OH:3])[C:39]([F:40])([F:41])[F:42])[CH:33]=3)[N:15]=2)[CH2:5][CH2:6][CH2:7][CH2:8][CH2:9]1 |f:0.1|. Reported procedure: Hydroxylamine hydrochloride (0.08 g, 1.2 mmol) was added to methyl 4-((3-(piperidin-1-yl)propyl)amino)-2-(3-(2,2,2-trifluoroacetyl)benzyl)-9H-pyrimido[4,5-b]indole-7-carboxylate (compound of Example 33) (0.285 g, 0.515 mmol) in MeOH (4.00 mL) and pyridine (0.666 mL) to give a yellow solution. After heating at 60° C. 5 days, the mixture was concentrated to dryness and the residue was dissolved into DCM (75 mL) and MeOH (15 mL) and this solution was washed with sat. NaHCO3 (20 mL). The aqueous lay... Starting materials: Title compound 11A, NC1=CC=C(C=C1)N1N=CC=2C1=NC=NC2N (1-(4-amino-phenyl)-1H-pyrazolo[3,4-d]pyrimidin-4-ylamine), COCCC(=O)O (3-methoxypropionic acid), Cl.CN(CCCN=C=NCC)C (1-(3-dimethylaminopropyl)-3-ethylcarbodiimide hydrochloride), ON1N=NC2=C1C=CC=C2 (1-hydroxybenzotriazole). Solvent: CN(C)C=O (DMF), CO (methanol). Conditions: time 10 minute. Yields the product NC1=C2C(=NC=N1)N(N=C2)C2=CC=C(C=C2)NC(CCOC)=O (N-[4-(4-Amino-pyrazolo[3,4-d]pyrimidin-1-yl)-phenyl]-3-methoxy-propionamide). The yield is 20.0%. Reaction SMILES: [NH2:1][C:2]1[CH:7]=[CH:6][C:5]([N:8]2[C:12]3=[N:13][CH:14]=[N:15][C:16]([NH2:17])=[C:11]3[CH:10]=[N:9]2)=[CH:4][CH:3]=1.[CH3:18][O:19][CH2:20][CH2:21][C:22](O)=[O:23].Cl.CN(C)CCCN=C=NCC.ON1C2C=CC=CC=2N=N1>CN(C=O)C.CO>[NH2:17][C:16]1[N:15]=[CH:14][N:13]=[C:12]2[N:8]([C:5]3[CH:6]=[CH:7][C:2]([NH:1][C:22](=[O:23])[CH2:21][CH2:20][O:19][CH3:18])=[CH:3][CH:4]=3)[N:9]=[CH:10][C:11]=12 |f:2.3|. Reported procedure: Title compound 11A, 1-(4-amino-phenyl)-1H-pyrazolo[3,4-d]pyrimidin-4-ylamine (37 mg, 1.1 eq, 0.16 mmol) was added to a solution of 3-methoxypropionic acid (15.5 mg, 1.0 eq, 0.15 mmol), 1-(3-dimethylaminopropyl)-3-ethylcarbodiimide hydrochloride (25 mg, 1.0 eq, 0.16 mmol), 1-hydroxybenzotriazole (20 mg, 1.0 eq, 0.15 mmol) in DMF (1 ml) which had been stirred for 10 minutes under an inert atmosphere. The reaction was stirred at room temperature for 18 hours, after which methanol (1 ml) was added, ... The reactants are NaAlH2 (OC2H4OCH3)2, C(CCC)[C@@H]1CC[C@H](CC1)C(=O)O (trans-4-butylcyclohexane carboxylic acid), O (water), Cl (HCl). Solvent: C1(=CC=CC=C1)C (toluene), C1(=CC=CC=C1)C (toluene), C1(=CC=CC=C1)C (toluene). The product is C(CCC)[C@@H]1CC[C@H](CC1)CO (trans-4-butylcyclohexylmethanol). Yield: 73.3%. As a reaction SMILES: [CH2:1]([C@H:5]1[CH2:10][CH2:9][C@H:8]([C:11](O)=[O:12])[CH2:7][CH2:6]1)[CH2:2][CH2:3][CH3:4].O.Cl>C1(C)C=CC=CC=1>[CH2:1]([C@H:5]1[CH2:6][CH2:7][C@H:8]([CH2:11][OH:12])[CH2:9][CH2:10]1)[CH2:2][CH2:3][CH3:4]. Procedure: 55 g (0.30 mol) of trans-4-butylcyclohexane carboxylic acid was dispersed in 200 cm3 of toluene, and while stirring at room temperature, 250 cm3 (0.90 mol) of a 70% NaAlH2 (OC2H4OCH3)2 in toluene was added dropwise at a rate where the toluene refluxed quietly, after which it was stirred for 3 hours on a 90° C. hot water bath. The reactant was cooled to room temperature, cm3 of water and 300 cm3 of 15% HCl were added dropwise while stirring, the oily layer was taken off, the water layer was extra... The reactants are NC=1N=C(C2=C(N1)C1=C(CCC2)C=CC=C1)N1C2CN(C(CC1)C2)C(=O)OCC2=CC=CC=C2 (Benzyl 2-(2-amino-6,7-dihydro-5H-benzo[6,7]cyclohepta[1,2-d]pyrimidin-4-yl)-2,6-diazabicyclo[3.2.1]octane-6-carboxylate), CCO (EtOH). Reagents/catalysts: [OH-].[OH-].[Pd+2] (Pd(OH)2/C). The solvent is C(Cl)Cl (CH2Cl2). Run at time 16 hour. Product: C12N(CCC(NC1)C2)C=2C1=C(N=C(N2)N)C2=C(CCC1)C=CC=C2 (4-(2,6-Diaza-bicyclo[3.2.1]oct-2-yl)-6,7-dihydro-5H-benzo[6,7]cyclohepta[1,2-d]pyrimidin-2-ylamine). Reaction SMILES: [NH2:1][C:2]1[N:3]=[C:4]([N:17]2[CH2:23][CH2:22][CH:21]3[CH2:24][CH:18]2[CH2:19][N:20]3C(OCC2C=CC=CC=2)=O)[C:5]2[CH2:12][CH2:11][CH2:10][C:9]3[CH:13]=[CH:14][CH:15]=[CH:16][C:8]=3[C:6]=2[N:7]=1.CCO>C(Cl)Cl.[OH-].[OH-].[Pd+2]>[CH:18]12[CH2:24][CH:21]([NH:20][CH2:19]1)[CH2:22][CH2:23][N:17]2[C:4]1[C:5]2[CH2:12][CH2:11][CH2:10][C:9]3[CH:13]=[CH:14][CH:15]=[CH:16][C:8]=3[C:6]=2[N:7]=[C:2]([NH2:1])[N:3]=1 |f:3.4.5|. Reported procedure: The product from Example 82A was treated with EtOH (1.5 mL) and 20% Pd(OH)2/C (15 mg), then stirred at ambient temperature under an H2 atmosphere for 16 hours, then diluted with 5:1 CH2Cl2:EtOH, filtered, concentrated and purified by chromatography (eluting with 2, 3.5, 5 and 10% (9:1 MeOH:saturated aqueous NH4OH) in CH2Cl2) to provide the title compound. 1H NMR (CDCl3) δ 1.65-1.86 (m, 2H), 2.01 (d, J=11.53 Hz, 2H), 2.20-2.27 (m, 3H), 2.40-2.49 (m, 1H), 2.62-2.69 (m, 2H), 3.20 (dd, J=11.53, 4.75...